describe an organic reaction: reactants, conditions, products, and yield From a dataset of the Open Reaction Database (ORD), a public repository of structured organic reaction records. The reactants are CON1C(=NC2=C1C=CC(=C2)C(=O)C2=CC=CC=C2)C ((1-methoxy-2-methyl-1H-benzimidazol-5-yl) phenylmethanone), [BH4-].[Na+] (sodium tetrahydroborate). The solvent is CO (methanol). Conditions: time 30 minute. The product is CON1C(=NC2=C1C=CC(=C2)C(O)C2=CC=CC=C2)C (1-methoxy-2-methyl-α-phenyl-1H-benzimidazole-5-methanol). The yield is 80.0%. RXN SMILES: [CH3:1][O:2][N:3]1[C:7]2[CH:8]=[CH:9][C:10]([C:12]([C:14]3[CH:19]=[CH:18][CH:17]=[CH:16][CH:15]=3)=[O:13])=[CH:11][C:6]=2[N:5]=[C:4]1[CH3:20].[BH4-].[Na+]>CO>[CH3:1][O:2][N:3]1[C:7]2[CH:8]=[CH:9][C:10]([CH:12]([C:14]3[CH:19]=[CH:18][CH:17]=[CH:16][CH:15]=3)[OH:13])=[CH:11][C:6]=2[N:5]=[C:4]1[CH3:20] |f:1.2|. Procedure: (a-4) To a stirred solution of 3.4 parts of (1-methoxy-2-methyl-1H-benzimidazol-5-yl) phenylmethanone in 64 parts of methanol were added 0.6 parts of sodium tetrahydroborate. After stirring for 30 minutes at room temperature, the methanol layer was evaporated. Water was added to the residue and the product was extracted with dichloromethane. The extract was dried, filtered and evaporated. The residue was crystallized from 45 parts of ethyl acetate. The product was filtered off and dried, yieldin... The reactants are O (water), ClC=1C=C(C2=C(C(OC(N2)=O)=O)C1)C (6-chloro-8-methyl-2H-3,1-benzoxazine-2,4(1H)-dione), CN (methylamine), C(C)(=O)O (acetic acid). The solvent is C(C)#N (acetonitrile). Conditions: temperature 5 celsius, time 2 hour. Product: NC1=C(C(=O)NC)C=C(C=C1C)Cl (2-amino-5-chloro-N,3-dimethylbenzamide). Yield: 87.0%. RXN SMILES: [Cl:1][C:2]1[CH:3]=[C:4]([CH3:14])[C:5]2[NH:10]C(=O)[O:8][C:7](=O)[C:6]=2[CH:13]=1.C(O)(=O)C.[CH3:19][NH2:20].O>C(#N)C>[NH2:10][C:5]1[C:4]([CH3:14])=[CH:3][C:2]([Cl:1])=[CH:13][C:6]=1[C:7]([NH:20][CH3:19])=[O:8]. Procedure: To a suspension of 6-chloro-8-methyl-2H-3,1-benzoxazine-2,4(1H)-dione (211.6 g, 1000 mmol) in acetonitrile (700 mL) was added acetic acid (7.3 g, 122 mmol). Then 40% aqueous methylamine (104 mL) was added dropwise over 30 minutes at 25-30° C. Stirring was continued for 2 h, and then water (700 mL) was added slowly. The resulting suspension was cooled to 5° C., and stirred for 30 minutes at this temperature. The suspension was then filtered, and the solids were washed with water (3×200 mL) and dr... Starting materials: Cl (HCl), C(C)(C)(C)C1=CC=C(/C=C/C(=O)O)C=C1 (4-tert-butyl-trans-cinnamic acid), C(C(=O)Cl)(=O)Cl (oxalyl chloride), NC=1C=C(C=CC1)O (3-aminophenol), C(=O)([O-])[O-].[K+].[K+] (K2CO3). The solvent is CN(C)C=O (DMF), C(Cl)Cl (CH2Cl2), C1CCOC1 (THF). Yields the product C(C)(C)(C)C1=CC=C(C=C1)/C=C/C(=O)NC1=CC(=CC=C1)O ((2E)-3-[4-(tert-Butyl)phenyl]-N-(3-hydroxyphenyl)prop-2-enamide). As a reaction SMILES: [C:1]([C:5]1[CH:15]=[CH:14][C:8](/[CH:9]=[CH:10]/[C:11]([OH:13])=O)=[CH:7][CH:6]=1)([CH3:4])([CH3:3])[CH3:2].C(Cl)(=O)C(Cl)=O.[NH2:22][C:23]1[CH:24]=[C:25]([OH:29])[CH:26]=[CH:27][CH:28]=1.C([O-])([O-])=O.[K+].[K+].Cl>C1COCC1.CN(C=O)C.C(Cl)Cl>[C:1]([C:5]1[CH:6]=[CH:7][C:8](/[CH:9]=[CH:10]/[C:11]([NH:22][C:23]2[CH:28]=[CH:27][CH:26]=[C:25]([OH:29])[CH:24]=2)=[O:13])=[CH:14][CH:15]=1)([CH3:2])([CH3:3])[CH3:4] |f:3.4.5|. Procedure details: To a round-bottomed flask equipped with magnetic stirring was added 4-tert-butyl-trans-cinnamic acid (530 mg, 2.43 mmol, EMKA-Chemie), CH2Cl2 (10 mL), and DMF (10 uL, Aldrich) under N2. The solution was treated dropwise with oxalyl chloride (3.0 mL, 6.0 mmol, 2.0 M in CH2Cl2, Aldrich) then stirred at 25° C. for 1 h. The reaction mixture was concentrated in vacuo and treated with 3-aminophenol (265 mg, 2.43 mmol, Aldrich), THF (20 mL) and satd K2CO3 (15 mL). The reaction mixture was stirred at 25... Starting materials: C(#N)CC1=C(C(=O)O)C=CC=C1 (2-Cyanomethyl-benzoic acid), NC1=NNC(=C1)C (3-amino-5-methylpyrazol). Solvent: C(C)(=O)O (acetic acid). Reaction conditions: temperature 130 celsius, time 1 hour. The product is CC1=CC(=NN1)NC=1NC(C2=CC=CC=C2C1)=O (3-(5-methyl-1H-pyrazol-3-ylamino)-2H-isoquinolin-1-one). The yield is 74.9%. RXN SMILES: [C:1]([CH2:3][C:4]1[CH:12]=[CH:11][CH:10]=[CH:9][C:5]=1[C:6](O)=[O:7])#[N:2].[NH2:13][C:14]1[CH:18]=[C:17]([CH3:19])[NH:16][N:15]=1>C(O)(=O)C>[CH3:19][C:17]1[NH:16][N:15]=[C:14]([NH:13][C:1]2[NH:2][C:6](=[O:7])[C:5]3[C:4]([CH:3]=2)=[CH:12][CH:11]=[CH:10][CH:9]=3)[CH:18]=1. Procedure details: 2-Cyanomethyl-benzoic acid (1.61 g, 0.01 mol), 3-amino-5-methylpyrazol (1 g, 0.01 mol) and acetic acid (15 ml) were sealed in a bottle. The mixture was heated at 130° C. for 20 minutes under microwave irradiation. The mixture was concentrated, and the residue was dissolved in 5 ml methanol (MeOH). The resulting solution was added dropwise to 200 ml water. After stirred for 1 hour, the solid was collected, and dried to give product (1.8 g, 75% yield). LC-MS: 241 (MH+) RXN SMILES: OC[CH2:3][CH2:4][C:5]1[NH:6]C=CN=1.N1C=CC=C(N=C=O)C=1.[C:19]([NH:22][C:23]([O:25][CH2:26][CH2:27][CH2:28][C:29]1[N:30]=[C:31]([F:53])[N:32]([C:34]([C:47]2[CH:52]=[CH:51][CH:50]=[CH:49][CH:48]=2)([C:41]2[CH:46]=[CH:45][CH:44]=[CH:43][CH:42]=2)[C:35]2[CH:40]=[CH:39][CH:38]=[CH:37][CH:36]=2)[CH:33]=1)=[O:24])(=O)[CH3:20]>>[F:53][C:31]1[N:32]([C:34]([C:35]2[CH:36]=[CH:37][CH:38]=[CH:39][CH:40]=2)([C:47]2[CH:52]=[CH:51][CH:50]=[CH:49][CH:48]=2)[C:41]2[CH:46]=[CH:45][CH:44]=[CH:43][CH:42]=2)[CH:33]=[C:29]([CH2:28][CH2:27][CH2:26][O:25][C:23](=[O:24])[NH:22][C:19]2[CH:20]=[N:6][CH:5]=[CH:4][CH:3]=2)[N:30]=1. Reported procedure: A solution of the hydroxypropylimidazole was treated with 3-pyridylisocyanate as for the starting material of Example 12, to give 2-fluoro-4-[3-(pyrid-3-yl)carbamoyloxypropyl]-1-triphenylmethylimidazole having the following n.m.r. spectrum in CDCl3 : 1.97 (m, 2H); 2.5 (t, 2H); 4.16 (t, 2H); 6.25 (s, 1H); 6.9 (br s, 1H); 7.0-7.5 (m, 15H); 7.7-8.6 (m, 4H). Product: FC=1N(C=C(N1)CCCOC(NC=1C=NC=CC1)=O)C(C1=CC=CC=C1)(C1=CC=CC=C1)C1=CC=CC=C1 (2-fluoro-4-[3-(pyrid-3-yl)carbamoyloxypropyl]-1-triphenylmethylimidazole). Starting materials: OCCCC=1NC=CN1 (hydroxypropylimidazole), N1=CC(=CC=C1)N=C=O (3-pyridylisocyanate), C(C)(=O)NC(=O)OCCCC=1N=C(N(C1)C(C1=CC=CC=C1)(C1=CC=CC=C1)C1=CC=CC=C1)F (4-(3-acetylcarbamoyloxypropyl)-2-fluoro-1-triphenylmethylimidazole). The reactants are NC1=NC(=CC(=N1)O)N (2,6-diamino-4-hydroxypyrimidine), C(C)(=O)O (acetic acid), N(=O)[O-].[Na+] (NaNO2). The solvent is O (water), O (water). Reaction conditions: temperature 80 celsius, time 1 hour. Yields the product NC1=NC(=C(C(=N1)O)N=O)N (2,6-diamino-5-nitroso-4-hydroxypyrimidine). The yield is 97.3%. RXN SMILES: [NH2:1][C:2]1[N:7]=[C:6]([OH:8])[CH:5]=[C:4]([NH2:9])[N:3]=1.C(O)(=O)C.[N:14]([O-])=[O:15].[Na+]>O>[NH2:1][C:2]1[N:7]=[C:6]([OH:8])[C:5]([N:14]=[O:15])=[C:4]([NH2:9])[N:3]=1 |f:2.3|. Reported procedure: To a solution of 2,6-diamino-4-hydroxypyrimidine (12.9 g, 102.2 mmoles) in 200 ml of a 10% acetic acid solution in water at 80° C. was added dropwise a solution of NaNO2 (7.05 g, 102.2 mmoles) in 20 ml water. A pink precipitate was formed, which was further stirred for 1 hour at 80° C. The reaction mixture was cooled down in the refrigerator overnight. The precipitate was filtered off and dried over P2O5, providing the title compound as a pink powder (15.43 g, yield: 97%). The spectral data are ... The reactants are C1CCOC1, CO, CCc1[nH]c(C(=O)NC2CCN(c3nc4c(C(=O)OC)cccc4[nH]3)CC2OC)nc1Cl, [Li+], [OH-]. The product is CCc1[nH]c(C(=O)NC2CCN(c3nc4c(C(=O)O)cccc4[nH]3)CC2OC)nc1Cl. Reaction SMILES: [CH2:37]1[O:38][CH2:39][CH2:40][CH2:41]1.[CH3:35][OH:36].[Cl:1][c:2]1[n:3][c:4]([C:9](=[O:10])[NH:11][CH:12]2[CH:13]([O:31][CH3:32])[CH2:14][N:15]([c:18]3[n:19][c:20]4[c:21]([nH:22]3)[cH:23][cH:24][cH:25][c:26]4[C:27](=[O:28])[O:29][CH3:30])[CH2:16][CH2:17]2)[nH:5][c:6]1[CH2:7][CH3:8].[Li+:33].[OH-:34]>>[Cl:1][c:2]1[n:3][c:4]([C:9](=[O:10])[NH:11][CH:12]2[CH:13]([O:31][CH3:32])[CH2:14][N:15]([c:18]3[n:19][c:20]4[c:21]([nH:22]3)[cH:23][cH:24][cH:25][c:26]4[C:27](=[O:28])[OH:29])[CH2:16][CH2:17]2)[nH:5][c:6]1[CH2:7][CH3:8].